This data is from the Open Reaction Database (ORD), a public repository of structured organic reaction records. The task is: describe an organic reaction: reactants, conditions, products, and yield Starting materials: [H-], Ic1cn[nH]c1, FCCI, [Na+], CN(C)C=O. Product: FCCn1cc(I)cn1. RXN SMILES: [H-:8].[I:1][c:2]1[cH:3][n:4][nH:5][cH:6]1.[I:9][CH2:10][CH2:11][F:12].[Na+:7].[O:13]=[CH:14][N:15]([CH3:16])[CH3:17]>>[I:1][c:2]1[cH:3][n:4]([CH2:10][CH2:11][F:12])[n:5][cH:6]1. Reactants: CC1(CC(CCC1)O)C (3,3-dimethyl cyclohexanol), ClC(=O)OC1=CC=C(C=C1)[N+](=O)[O-] (4-nitrophenyl chloroformate), N1=CC=CC=C1 (pyridine). Yields the product CC1(CCCCC1)C.[N+](=O)([O-])C1=CC=C(C=C1)OC([O-])=O ((3,3-Dimethyl)cyclohexane (4-nitrophenyl)carbonate). Reaction SMILES: [CH3:1][C:2]1([CH3:9])[CH2:7][CH2:6][CH2:5][CH:4]([OH:8])[CH2:3]1.Cl[C:11]([O:13][C:14]1[CH:19]=[CH:18][C:17]([N+:20]([O-:22])=[O:21])=[CH:16][CH:15]=1)=[O:12].N1C=CC=CC=1>>[CH3:1][C:2]1([CH3:9])[CH2:7][CH2:6][CH2:5][CH2:4][CH2:3]1.[N+:20]([C:17]1[CH:18]=[CH:19][C:14]([O:13][C:11](=[O:8])[O-:12])=[CH:15][CH:16]=1)([O-:22])=[O:21] |f:3.4|. Reported procedure: The product from Example 5, Step 1 was prepared as described above in Example 3, Step 1 starting with 3,3-dimethyl cyclohexanol (1.07 mmol), 4-nitrophenyl chloroformate (1.18 mmol) and pyridine (1.18 mmol).1H-NMR (CDCl3): 8.3 (d, 2H); 7.4 (d, 2H); 4.85 (m, 1H); 2.1 (m, 1H); 1.1-1.8 (m, 7H); 1.05 (s, 3H); 0.95 (s, 3H). As a reaction SMILES: [Br:17][N:18]1[C:19](=[O:20])[CH2:21][CH2:22][C:23]1=[O:24].[C:25]([O:26][O:27][C:28](=[O:29])[c:30]1[cH:31][cH:32][cH:33][cH:34][cH:35]1)(=[O:36])[c:37]1[cH:38][cH:39][cH:40][cH:41][cH:42]1.[C:43]([Cl:44])([Cl:45])([Cl:46])[Cl:47].[Cl:1][c:2]1[cH:3][cH:4][c:5]2[c:6]([c:7]([CH3:15])[c:8]([C:10](=[O:11])[O:12][CH2:13][CH3:14])[o:9]2)[cH:16]1>>[Cl:1][c:2]1[cH:3][cH:4][c:5]2[c:6]([c:7]([CH2:15][Br:17])[c:8]([C:10](=[O:11])[O:12][CH2:13][CH3:14])[o:9]2)[cH:16]1. Product: CCOC(=O)c1oc2ccc(Cl)cc2c1CBr. The reactants are O=C1CCC(=O)N1Br, O=C(OOC(=O)c1ccccc1)c1ccccc1, ClC(Cl)(Cl)Cl, CCOC(=O)c1oc2ccc(Cl)cc2c1C. Reaction conditions: time 1 hour. RXN SMILES: [Cl:1][C:2]1[CH:3]=[CH:4][C:5]2[CH:10]([C:11]([O:13]C)=[O:12])[S:9][CH2:8][C:7](=[O:15])[C:6]=2[CH:16]=1.[OH-].[K+].O>CO>[Cl:1][C:2]1[CH:3]=[CH:4][C:5]2[CH:10]([C:11]([OH:13])=[O:12])[S:9][CH2:8][C:7](=[O:15])[C:6]=2[CH:16]=1 |f:1.2|. Run in CO (methanol). Product: ClC=1C=CC2=C(C(CSC2C(=O)O)=O)C1 (6-chloro-3,4-dihydro-1H-2-benzothiopyran-4-one-1-carboxylic acid). Procedure details: In methanol (100 ml) was suspended methyl 6-chloro-3,4-dihydro-1H-2-benzothiopyran-4-one-1-carboxylate (21.5 g) followed by addition of 2N-KOH (70 ml). The mixture was stirred at room temperature for one hour. The resulting reaction mixture was poured into water, acidified and extracted with ethyl acetate. The ethyl acetate layer was washed with water, dried (MgSO4) and the solvent was distilled off to give 6-chloro-3,4-dihydro-1H-2-benzothiopyran-4-one-1-carboxylic acid (18.8 g, yield 93%). Rec... The reactants are ClC=1C=CC2=C(C(CSC2C(=O)OC)=O)C1 (methyl 6-chloro-3,4-dihydro-1H-2-benzothiopyran-4-one-1-carboxylate), [OH-].[K+] (KOH), O (water). Yield: 92.5%. Starting materials: CC1(C)OB(c2cccc(O)c2)OC1(C)C, C1CCC(P(C2CCCCC2)C2CCCCC2)CC1, N=C(N)Nc1ccc(Cl)cc1, [Na+], [Na+], [Na+], O=C([O-])[O-], O=C([O-])[O-], CC(=O)[O-], CC(=O)[O-], C1COCCO1, [OH-], O, [Pd+2]. Yields the product N=C(N)Nc1ccc(-c2cccc(O)c2)cc1. As a reaction SMILES: [CH3:16][C:17]1([CH3:18])[C:19]([CH3:20])([CH3:21])[O:22][B:23]([c:24]2[cH:25][c:26]([OH:30])[cH:27][cH:28][cH:29]2)[O:31]1.[CH:38]1([P:39]([CH:40]2[CH2:41][CH2:42][CH2:43][CH2:44][CH2:45]2)[CH:46]2[CH2:47][CH2:48][CH2:49][CH2:50][CH2:51]2)[CH2:52][CH2:53][CH2:54][CH2:55][CH2:56]1.[Cl:1][c:2]1[cH:3][cH:4][c:5]([NH:8][C:9](=[NH:10])[NH2:11])[cH:6][cH:7]1.[Na+:32].[Na+:33].[Na+:58].[O-:12][C:13](=[O:14])[O-:15].[O-:34][C:35](=[O:36])[O-:37].[O-:67][C:68]([CH3:69])=[O:70].[O-:71][C:72]([CH3:73])=[O:74].[O:60]1[CH2:61][CH2:62][O:63][CH2:64][CH2:65]1.[OH-:57].[OH2:59].[Pd+2:66]>>[c:2]1(-[c:24]2[cH:25][c:26]([OH:30])[cH:27][cH:28][cH:29]2)[cH:3][cH:4][c:5]([NH:8][C:9](=[NH:10])[NH2:11])[cH:6][cH:7]1. The reactants are aqueous solution, CN (methylamine), ClCC(=O)NC1=CC=C(C=C1)SC1=CC=C(C=C1)[N+](=O)[O-] (2-chloro-4'-(p-nitrophenylthio)acetanilide). Run in C(C)O (ethanol). The product is Cl.CNCC(=O)NC1=CC=C(C=C1)SC1=CC=C(C=C1)[N+](=O)[O-] (2-Methylamino-4'-(p-nitrophenylthio)acetanilide hydrochloride). As a reaction SMILES: [Cl:1][CH2:2][C:3]([NH:5][C:6]1[CH:11]=[CH:10][C:9]([S:12][C:13]2[CH:18]=[CH:17][C:16]([N+:19]([O-:21])=[O:20])=[CH:15][CH:14]=2)=[CH:8][CH:7]=1)=[O:4].[CH3:22][NH2:23]>C(O)C>[ClH:1].[CH3:22][NH:23][CH2:2][C:3]([NH:5][C:6]1[CH:11]=[CH:10][C:9]([S:12][C:13]2[CH:18]=[CH:17][C:16]([N+:19]([O-:21])=[O:20])=[CH:15][CH:14]=2)=[CH:8][CH:7]=1)=[O:4] |f:3.4|. Reported procedure: A mixture of 3.0 g of 2-chloro-4'-(p-nitrophenylthio)acetanilide and a 4.0% aqueous solution of methylamine in ethanol was refluxed for 4 hours. The solvent was evaporated, the residue dissolved on dichloromethane and crystallized by the addition of hexane, giving 2.25 g of the desired product, mp 86°-89° C.